This data is from the Open Reaction Database (ORD), a public repository of structured organic reaction records. The task is: describe an organic reaction: reactants, conditions, products, and yield Reactants: O=C1N(C(C2=CC=CC=C12)=O)[C@@H](C)C=1C=C(CN2CCN(CC2)C(=O)OC(C)(C)C)C=CC1 ((S)-tert-butyl 4-(3-(1-(1,3-dioxoisoindolin-2-yl)ethyl)benzyl)piperazine-1-carboxylate). The solvent is NN (hydrazine). Reaction conditions: time 16 hour. Product: N[C@@H](C)C=1C=C(CN2CCN(CC2)C(=O)OC(C)(C)C)C=CC1 ((S)-tert-butyl 4-(3-(1-aminoethyl)benzyl)piperazine-1-carboxylate). Reaction SMILES: O=C1C2C(=CC=CC=2)C(=O)[N:3]1[C@H:12]([C:14]1[CH:15]=[C:16]([CH:31]=[CH:32][CH:33]=1)[CH2:17][N:18]1[CH2:23][CH2:22][N:21]([C:24]([O:26][C:27]([CH3:30])([CH3:29])[CH3:28])=[O:25])[CH2:20][CH2:19]1)[CH3:13]>NN>[NH2:3][C@H:12]([C:14]1[CH:15]=[C:16]([CH:31]=[CH:32][CH:33]=1)[CH2:17][N:18]1[CH2:19][CH2:20][N:21]([C:24]([O:26][C:27]([CH3:28])([CH3:30])[CH3:29])=[O:25])[CH2:22][CH2:23]1)[CH3:13]. Procedure details: The (S)-tert-butyl 4-(3-(1-(1,3-dioxoisoindolin-2-yl)ethyl)benzyl)piperazine-1-carboxylate from the previous step (490 mg, 1.09 mmol) was dissolved in 5 mL hydrazine and stirred at ambient temperature for 16 h. The solvent was removed at reduced pressure and the resulting (S)-tert-butyl 4-(3-(1-aminoethyl)benzyl)piperazine-1-carboxylate was used in the next step without additional purification.